Dataset: the Open Reaction Database (ORD), a public repository of structured organic reaction records. Task: describe an organic reaction: reactants, conditions, products, and yield The reactants are C(N)(=N)NC(=S)N (amidinothiourea), N1CCCCC1 (piperidine). Run in CC(=O)C (acetone). Product: NC1=NC(=NC(N1)(C)C)S (6-amino-2,2-dimethyl-4-mercapto-1,2-dihydro-1,3,5-triazine). Yield: 80.0%. As a reaction SMILES: [C:1]([NH:4][C:5]([NH2:7])=[S:6])(=[NH:3])[NH2:2].N1CC[CH2:11][CH2:10][CH2:9]1>CC(C)=O>[NH2:3][C:1]1[NH:2][C:10]([CH3:11])([CH3:9])[N:7]=[C:5]([SH:6])[N:4]=1. Procedure details: In the 200 ml of acetone was refluxed for 3 hours 7.1 g (0.06 mole) of amidinothiourea in the presence of 6 ml of piperidine. After having been allowed to cool, the reaction mixture was filtered to collect 7.6 g (in 80% yield) of colorless powder as deposited. Recrystallization from alcohol gave 7.0 g (in 74% yield) of colorless branch-like crystals, m.p. 186.5°-187.5° C. Reactants: Cc1nnc(-c2ccc(C)c(-c3ccc(C(=O)O)cc3)c2)o1, CCN=C=NCCCN(C)C, Cl, NCCc1ccc2c(c1)OCCO2, CN(C)C=O, On1nnc2ccccc21. Yields the product Cc1nnc(-c2ccc(C)c(-c3ccc(C(=O)NCCc4ccc5c(c4)OCCO5)cc3)c2)o1. Reaction SMILES: [CH3:1][c:2]1[c:3](-[c:14]2[cH:15][cH:16][c:17]([C:20](=[O:21])[OH:22])[cH:18][cH:19]2)[cH:4][c:5](-[c:8]2[o:9][c:10]([CH3:13])[n:11][n:12]2)[cH:6][cH:7]1.[CH3:34][N:35]([CH3:36])[CH2:37][CH2:38][CH2:39][N:40]=[C:41]=[N:42][CH2:43][CH3:44].[ClH:33].[NH2:45][CH2:46][CH2:47][c:48]1[cH:49][c:50]2[c:51]([cH:56][cH:57]1)[O:52][CH2:53][CH2:54][O:55]2.[O:58]=[CH:59][N:60]([CH3:61])[CH3:62].[OH:23][n:24]1[c:25]2[c:26]([cH:27][cH:28][cH:29][cH:30]2)[n:31][n:32]1>>[CH3:1][c:2]1[c:3](-[c:14]2[cH:15][cH:16][c:17]([C:20](=[O:22])[NH:45][CH2:46][CH2:47][c:48]3[cH:49][c:50]4[c:51]([cH:56][cH:57]3)[O:52][CH2:53][CH2:54][O:55]4)[cH:18][cH:19]2)[cH:4][c:5](-[c:8]2[o:9][c:10]([CH3:13])[n:11][n:12]2)[cH:6][cH:7]1.